From a dataset of the Open Reaction Database (ORD), a public repository of structured organic reaction records. describe an organic reaction: reactants, conditions, products, and yield The reactants are C=CCBr, C1CCCCC1, CCCC[N+](CCCC)(CCCC)CCCC, [Cl-], N#CCc1ccc(Cl)c(Cl)c1, [Na+], [OH-], O. Yields the product C=CCC(C#N)c1ccc(Cl)c(Cl)c1. RXN SMILES: [CH2:14]([CH:15]=[CH2:16])[Br:17].[CH2:18]1[CH2:19][CH2:20][CH2:21][CH2:22][CH2:23]1.[CH2:26]([N+:27]([CH2:28][CH2:29][CH2:30][CH3:31])([CH2:32][CH2:33][CH2:34][CH3:35])[CH2:36][CH2:37][CH2:38][CH3:39])[CH2:40][CH2:41][CH3:42].[Cl-:25].[Cl:1][c:2]1[cH:3][c:4]([CH2:9][C:10]#[N:11])[cH:5][cH:6][c:7]1[Cl:8].[Na+:13].[OH-:12].[OH2:24]>>[Cl:1][c:2]1[cH:3][c:4]([CH:9]([C:10]#[N:11])[CH2:16][CH:15]=[CH2:14])[cH:5][cH:6][c:7]1[Cl:8]. Reactants: C1(=CC=CC=C1)NC1=CC(=CC=C1)C (N-phenyl-m-toluidine), C(C)N1C(=C(C2=CC=CC=C12)C(=O)C1=NC=CC=C1C(=O)O)C (2-[(1-ethyl-2-methyl-3-indolyl)carbonyl]-3-pyridinecarboxylic acid), C(C)N1C(=C(C2=CC=CC=C12)C(=O)C=1C(=NC=CC1)C(=O)O)C (3-[(1-ethyl-2-methyl-3-indolyl)carbonyl]-2-pyridinecarboxylic acid). Run in N1=CC=CC=C1 (pyridine). Yields the product C(C)(=O)OC(C)=O (acetic anhydride), C(C)N1C(=C(C2=CC=CC=C12)C1(OC(C=2C1=NC=CC2)=O)NC2=CC(=CC=C2)C2=C(C=CC=C2)C)C (7-(1-ethyl-2-methyl-3-indolyl)-7-(m-tolylphenylamino)furo[3,4-b]-pyridine-5(7H)-one). RXN SMILES: [CH2:1]([N:3]1[C:11]2[C:6](=[CH:7][CH:8]=[CH:9][CH:10]=2)[C:5]([C:12]([C:14]2[C:19]([C:20]([OH:22])=[O:21])=[CH:18][CH:17]=[CH:16][N:15]=2)=[O:13])=[C:4]1[CH3:23])[CH3:2].C(N1C2[C:29](=[CH:30][CH:31]=CC=2)[C:28]([C:35](C2C(C(O)=O)=NC=CC=2)=[O:36])=[C:27]1[CH3:46])C.C1([NH:53][C:54]2[CH:59]=[CH:58][CH:57]=[C:56]([CH3:60])[CH:55]=2)C=CC=CC=1>N1C=CC=CC=1>[C:35]([O:22][C:20](=[O:21])[CH3:19])(=[O:36])[CH3:28].[CH2:1]([N:3]1[C:11]2[C:6](=[CH:7][CH:8]=[CH:9][CH:10]=2)[C:5]([C:12]2([NH:53][C:54]3[CH:59]=[CH:58][CH:57]=[C:56]([C:60]4[CH:46]=[CH:27][CH:28]=[CH:29][C:30]=4[CH3:31])[CH:55]=3)[C:14]3=[N:15][CH:16]=[CH:17][CH:18]=[C:19]3[C:20](=[O:21])[O:13]2)=[C:4]1[CH3:23])[CH3:2]. Procedure: Following a procedure similar to that described in Example 3 but employing 1.6 g. of an isomer mixture comprising 2-[(1-ethyl-2-methyl-3-indolyl)carbonyl]-3-pyridinecarboxylic acid and 3-[(1-ethyl-2-methyl-3-indolyl)carbonyl]-2-pyridinecarboxylic acid, 0.95 g. of N-phenyl-m-toluidine, 0.5 ml. of pyridine and 6 ml. of acetic anhydride there was obtained 7-(1-ethyl-2-methyl-3-indolyl)-7-(m-tolylphenylamino)furo[3,4-b]-pyridine-5(7H)-one as a yellow solid, m.p. 178°-190° C. (dec.). A toluene soluti...